From a dataset of the Open Reaction Database (ORD), a public repository of structured organic reaction records. describe an organic reaction: reactants, conditions, products, and yield Starting materials: OB(O)O, CN(C)c1ccc(C(=O)OCC2COC(C)(C)O2)cc1, COCCOCCOC, O. Product: CN(C)c1ccc(C(=O)OCC(O)CO)cc1. RXN SMILES: [B:21]([OH:22])([OH:23])[OH:24].[CH3:1][N:2]([c:3]1[cH:4][cH:5][c:6]([C:9](=[O:10])[O:11][CH2:12][CH:13]2[O:14][C:15]([CH3:18])([CH3:19])[O:16][CH2:17]2)[cH:7][cH:8]1)[CH3:20].[CH3:25][O:26][CH2:27][CH2:28][O:29][CH2:30][CH2:31][O:32][CH3:33].[OH2:34]>>[CH3:1][N:2]([c:3]1[cH:4][cH:5][c:6]([C:9](=[O:10])[O:11][CH2:12][CH:13]([OH:14])[CH2:17][OH:16])[cH:7][cH:8]1)[CH3:20]. Starting materials: ClC1=NC2=C(N1[C@H]1[C@H](O)[C@H](O)[C@H](O1)C)C=CC(=C2)OC (2-Chloro-5-methoxy-1-(5-deoxy-beta-D-ribofuranosyl)-1H-benzimidazole). Run in C(C)O (ethanol), C(C)(C)N (isopropylamine). Yields the product COC1=CC2=C(N(C(=N2)NC(C)C)[C@H]2[C@H](O)[C@H](O)[C@H](O2)C)C=C1 (5-Methoxy-1-(5-deoxy-beta-D-ribofuranosyl)-N-(1-methylethyl)-1H-benzimidazol-2-amine). Isolated yield 10.2%. RXN SMILES: Cl[C:2]1[N:6]([C@@H:7]2[O:13][C@H:12]([CH3:14])[C@@H:10]([OH:11])[C@H:8]2[OH:9])[C:5]2[CH:15]=[CH:16][C:17]([O:19][CH3:20])=[CH:18][C:4]=2[N:3]=1>C(O)C.C(N)(C)C>[CH3:20][O:19][C:17]1[CH:16]=[CH:15][C:5]2[N:6]([C@@H:7]3[O:13][C@H:12]([CH3:14])[C@@H:10]([OH:11])[C@H:8]3[OH:9])[C:2]([NH:3][CH:4]([CH3:18])[CH3:5])=[N:3][C:4]=2[CH:18]=1. Procedure: 2-Chloro-5-methoxy-1-(5-deoxy-beta-D-ribofuranosyl)-1H-benzimidazole (0.320 g, 1.1 mmol) was dissolved in ethanol (15 mL) and isopropylamine (5 mL). The resulting mixture was heated in a sealed tube for three days, after which time it was concentrated in vacuo. The resulting product was purified by flash chromatography (9:0.5:0.5 CH2Cl2:ethyl acetate:methanol) to yield the title compound (18 mg, 5%) as a 1.5:1 mix of regioisomers by 1H NMR; MS (ES): m/z 322 (M+1); 1H NMR (DMSO-d6) δ: 7.13 (d, J=... The reactants are O[C@@H]1[C@@H]2[C@]3(C=CC(C=C3CC[C@H]2[C@@H]2CC=C(C(CO)=O)[C@]2(C1)C)=O)C (11β,21-dihydroxy-1,4,16-pregnatriene-3,20-dione), O1CCCC=C1 (2,3-dihydropyran), S(=O)(=O)([O-])C1=CC=C(C)C=C1.[NH+]1=CC=CC=C1 (pyridinium tosylate). The solvent is ClCCl (dichloromethane). Conditions: time 4 hour. Yields the product O1C(CCCC1)CC(C1=CC[C@H]2[C@@H]3CCC4=CC(C=C[C@]4(C)[C@H]3[C@H](C[C@]12C)O)=O)=O (21-tetrahydropyranyl-11β-hydroxy-1,4,16-pregnatriene-3,20-dione). Isolated yield 80.2%. As a reaction SMILES: [OH:1][C@H:2]1[CH2:22][C@@:21]2([CH3:23])[C@@H:13]([CH2:14][CH:15]=[C:16]2[C:17](=[O:20])[CH2:18]O)[C@H:12]2[C@H:3]1[C@:4]1([CH3:25])[C:9]([CH2:10][CH2:11]2)=[CH:8][C:7](=[O:24])[CH:6]=[CH:5]1.[O:26]1[CH:31]=[CH:30][CH2:29][CH2:28][CH2:27]1.S(C1C=CC(C)=CC=1)([O-])(=O)=O.[NH+]1C=CC=CC=1>ClCCl>[O:26]1[CH2:27][CH2:28][CH2:29][CH2:30][CH:31]1[CH2:18][C:17](=[O:20])[C:16]1[C@:21]2([CH3:23])[C@H:13]([C@H:12]3[C@H:3]([C@@H:2]([OH:1])[CH2:22]2)[C@:4]2([CH3:25])[C:9](=[CH:8][C:7](=[O:24])[CH:6]=[CH:5]2)[CH2:10][CH2:11]3)[CH2:14][CH:15]=1 |f:2.3|. Procedure: To a solution of 11β,21-dihydroxy-1,4,16-pregnatriene-3,20-dione (200 mg, 0.58 mmole) in dichloromethane (40 ml) were added 2,3-dihydropyran (0.2 ml, 2.19 mmole) and anhydrous pyridinium tosylate (70 mg, 0.32 mmole). After stirring for 4 hours at room temperature, the reaction mixture was washed with water (100 ml) and evaporated to give a yellowish oil. This oil was placed on silica gel column and eluted with benzene ethyl acetate (2:1). Evaporating the solvent afforded pure white foam of 21-te... Starting materials: C, Cc1cc(OCCCNC(CCCCNC(=O)OCc2ccccc2)C(N)=O)ccc1Cc1c(OC2OC(CO)C(O)C(O)C2O)n[nH]c1C(C)C, CO, [Pd]. Yields the product Cc1cc(OCCCNC(CCCCN)C(N)=O)ccc1Cc1c(OC2OC(CO)C(O)C(O)C2O)n[nH]c1C(C)C. As a reaction SMILES: [C:55].[CH2:1]([O:2][C:3](=[O:4])[NH:11][CH2:12][CH2:13][CH2:14][CH2:15][CH:16]([C:17]([NH2:18])=[O:19])[NH:20][CH2:21][CH2:22][CH2:23][O:24][c:25]1[cH:26][c:27]([CH3:52])[c:28]([CH2:31][c:32]2[c:33]([O:40][CH:41]3[CH:42]([OH:43])[CH:44]([OH:45])[CH:46]([OH:47])[CH:48]([CH2:50][OH:51])[O:49]3)[n:34][nH:35][c:36]2[CH:37]([CH3:38])[CH3:39])[cH:29][cH:30]1)[c:5]1[cH:6][cH:7][cH:8][cH:9][cH:10]1.[CH3:53][OH:54].[Pd:56]>>[NH2:11][CH2:12][CH2:13][CH2:14][CH2:15][CH:16]([C:17]([NH2:18])=[O:19])[NH:20][CH2:21][CH2:22][CH2:23][O:24][c:25]1[cH:26][c:27]([CH3:52])[c:28]([CH2:31][c:32]2[c:33]([O:40][CH:41]3[CH:42]([OH:43])[CH:44]([OH:45])[CH:46]([OH:47])[CH:48]([CH2:50][OH:51])[O:49]3)[n:34][nH:35][c:36]2[CH:37]([CH3:38])[CH3:39])[cH:29][cH:30]1. Starting materials: CCO, CCOC(=O)c1ccc2c(c1)C(C)(C)CC(c1ccccc1NS(=O)(=O)c1ccc(F)cc1)N2, [Li+], [Na+], [OH-], [OH-], O, O. The product is CC1(C)CC(c2ccccc2NS(=O)(=O)c2ccc(F)cc2)Nc2ccc(C(=O)O)cc21. As a reaction SMILES: [CH3:40][CH2:41][OH:42].[F:1][c:2]1[cH:3][cH:4][c:5]([S:8](=[O:9])(=[O:10])[NH:11][c:12]2[c:13]([CH:18]3[NH:19][c:20]4[cH:21][cH:22][c:23]([C:30](=[O:31])[O:32][CH2:33][CH3:34])[cH:24][c:25]4[C:26]([CH3:28])([CH3:29])[CH2:27]3)[cH:14][cH:15][cH:16][cH:17]2)[cH:6][cH:7]1.[Li+:37].[Na+:39].[OH-:36].[OH-:38].[OH2:35].[OH2:43]>>[F:1][c:2]1[cH:3][cH:4][c:5]([S:8](=[O:9])(=[O:10])[NH:11][c:12]2[c:13]([CH:18]3[NH:19][c:20]4[cH:21][cH:22][c:23]([C:30](=[O:31])[OH:32])[cH:24][c:25]4[C:26]([CH3:28])([CH3:29])[CH2:27]3)[cH:14][cH:15][cH:16][cH:17]2)[cH:6][cH:7]1. Starting materials: CC(C)(C)NC(=O)c1ccc(B(O)O)cc1, [Na+], [Na+], O=C([O-])[O-], C1COCCO1, Cl[Pd]Cl, Cc1ccc(S(=O)(=O)OC(=CC2CCCC2)c2cc3cccnc3n2S(=O)(=O)c2ccccc2)cc1, c1ccc(P(c2ccccc2)c2ccccc2)cc1, c1ccc(P(c2ccccc2)c2ccccc2)cc1. Yields the product CC(C)(C)NC(=O)c1ccc(C(=CC2CCCC2)c2cc3cccnc3n2S(=O)(=O)c2ccccc2)cc1. Reaction SMILES: [C:37]([CH3:38])([CH3:39])([CH3:40])[NH:41][C:42](=[O:43])[c:44]1[cH:45][cH:46][c:47]([B:50]([OH:51])[OH:52])[cH:48][cH:49]1.[Na+:53].[Na+:54].[O-:55][C:56](=[O:57])[O-:58].[O:59]1[CH2:60][CH2:61][O:62][CH2:63][CH2:64]1.[Pd:65]([Cl:66])[Cl:67].[c:1]1([S:7](=[O:8])(=[O:9])[n:10]2[c:11]([C:19](=[CH:20][CH:21]3[CH2:22][CH2:23][CH2:24][CH2:25]3)[O:26][S:27]([c:28]3[cH:29][cH:30][c:31]([CH3:32])[cH:33][cH:34]3)(=[O:35])=[O:36])[cH:12][c:13]3[c:14]2[n:15][cH:16][cH:17][cH:18]3)[cH:2][cH:3][cH:4][cH:5][cH:6]1.[c:68]1([P:69]([c:70]2[cH:71][cH:72][cH:73][cH:74][cH:75]2)[c:76]2[cH:77][cH:78][cH:79][cH:80][cH:81]2)[cH:82][cH:83][cH:84][cH:85][cH:86]1.[c:87]1([P:88]([c:89]2[cH:90][cH:91][cH:92][cH:93][cH:94]2)[c:95]2[cH:96][cH:97][cH:98][cH:99][cH:100]2)[cH:101][cH:102][cH:103][cH:104][cH:105]1>>[c:1]1([S:7](=[O:8])(=[O:9])[n:10]2[c:11]([C:19](=[CH:20][CH:21]3[CH2:22][CH2:23][CH2:24][CH2:25]3)[c:47]3[cH:46][cH:45][c:44]([C:42]([NH:41][C:37]([CH3:38])([CH3:39])[CH3:40])=[O:43])[cH:49][cH:48]3)[cH:12][c:13]3[c:14]2[n:15][cH:16][cH:17][cH:18]3)[cH:2][cH:3][cH:4][cH:5][cH:6]1. Reactants: CS(=O)C (Dimethyl sulfoxide), C(C1=CC=CC=C1)(=O)NC=1SC[C@H]2[C@@](N1)(CN(C2)C2=NC=C(C=N2)F)C=2C=C(C=CC2)NC(=O)C2=NC=C(N=C2)OC (N-[3-[(4aR,7aS)-2-benzamido-6-(5-fluoropyrimidin-2-yl)-4,4a,5,7-tetrahydropyrrolo[3,4-d][1,3]thiazin-7a-yl]phenyl]-5-methoxy-pyrazine-2-carboxamide), Cl.CON (O-methylhydroxylamine hydrochloride), N1=CC=CC=C1 (pyridine). Solvent: C(C)O (ethanol). Run at temperature 50 celsius. Product: NC=1SC[C@H]2[C@@](N1)(CN(C2)C2=NC=C(C=N2)F)C=2C=C(C=CC2)NC(=O)C2=NC=C(N=C2)OC (N-[3-[(4aR,7aS)-2-amino-6-(5-fluoropyrimidin-2-yl)-4,4a,5,7-tetrahydropyrrolo[3,4-d][1,3]thiazin-7a-yl]phenyl]-5-methoxy-pyrazine-2-carboxamide). Reaction SMILES: C([NH:9][C:10]1[S:11][CH2:12][C@@H:13]2[CH2:18][N:17]([C:19]3[N:24]=[CH:23][C:22]([F:25])=[CH:21][N:20]=3)[CH2:16][C@:14]2([C:26]2[CH:27]=[C:28]([NH:32][C:33]([C:35]3[CH:40]=[N:39][C:38]([O:41][CH3:42])=[CH:37][N:36]=3)=[O:34])[CH:29]=[CH:30][CH:31]=2)[N:15]=1)(=O)C1C=CC=CC=1.Cl.CON.N1C=CC=CC=1.CS(C)=O>C(O)C>[NH2:9][C:10]1[S:11][CH2:12][C@@H:13]2[CH2:18][N:17]([C:19]3[N:24]=[CH:23][C:22]([F:25])=[CH:21][N:20]=3)[CH2:16][C@:14]2([C:26]2[CH:27]=[C:28]([NH:32][C:33]([C:35]3[CH:40]=[N:39][C:38]([O:41][CH3:42])=[CH:37][N:36]=3)=[O:34])[CH:29]=[CH:30][CH:31]=2)[N:15]=1 |f:1.2|. Procedure details: A mixture of N-[3-[(4aR,7aS)-2-benzamido-6-(5-fluoropyrimidin-2-yl)-4,4a,5,7-tetrahydropyrrolo[3,4-d][1,3]thiazin-7a-yl]phenyl]-5-methoxy-pyrazine-2-carboxamide (479 mg, 819 μmol), O-methylhydroxylamine hydrochloride (709 mg, 8.19 mmol) and pyridine (663 μL, 8.19 mmol) in ethanol (20 mL) is heated at 50° C. in a capped flask overnight. Dimethyl sulfoxide (4 mL) is added and the mixture is heated to 70° C. for 4 hours to obtain a solution. The reaction is cooled and most of the solvent is removed...